This data is from the Open Reaction Database (ORD), a public repository of structured organic reaction records. The task is: describe an organic reaction: reactants, conditions, products, and yield Starting materials: N#Cc1nc(C(F)(F)F)ccc1N, O=S(=O)(O)O. Yields the product NC(=O)c1nc(C(F)(F)F)ccc1N. As a reaction SMILES: [NH2:1][c:2]1[cH:3][cH:4][c:5]([C:10]([F:11])([F:12])[F:13])[n:6][c:7]1[C:8]#[N:9].[S:14]([OH:15])(=[O:16])(=[O:17])[OH:18]>>[NH2:1][c:2]1[cH:3][cH:4][c:5]([C:10]([F:11])([F:12])[F:13])[n:6][c:7]1[C:8]([NH2:9])=[O:15]. Starting materials: ClC1=C(C=CC=C1)S(=O)(=O)N1CCC2(CCNC2=O)CC1 (8-(2-chloro-benzenesulfonyl)-2,8-diaza-spiro[4.5]decan-1-one), COC(C1=CC=C(C=C1)I)=O (4-iodo-benzoic acid methyl ester). The product is COC(C1=CC=C(C=C1)N1C(C2(CC1)CCN(CC2)S(=O)(=O)C2=C(C=CC=C2)Cl)=O)=O (4-[8-(2-Chloro-benzenesulfonyl)-1-oxo-2,8-diaza-spiro[4.5]dec-2-yl]-benzoic acid methyl ester). As a reaction SMILES: [Cl:1][C:2]1[CH:7]=[CH:6][CH:5]=[CH:4][C:3]=1[S:8]([N:11]1[CH2:21][CH2:20][C:14]2([C:18](=[O:19])[NH:17][CH2:16][CH2:15]2)[CH2:13][CH2:12]1)(=[O:10])=[O:9].[CH3:22][O:23][C:24](=[O:32])[C:25]1[CH:30]=[CH:29][C:28](I)=[CH:27][CH:26]=1>>[CH3:22][O:23][C:24](=[O:32])[C:25]1[CH:30]=[CH:29][C:28]([N:17]2[CH2:16][CH2:15][C:14]3([CH2:20][CH2:21][N:11]([S:8]([C:3]4[CH:4]=[CH:5][CH:6]=[CH:7][C:2]=4[Cl:1])(=[O:9])=[O:10])[CH2:12][CH2:13]3)[C:18]2=[O:19])=[CH:27][CH:26]=1. Reported procedure: This material was prepared in analogy to example 148 step F) from 8-(2-chloro-benzenesulfonyl)-2,8-diaza-spiro[4.5]decan-1-one and 4-iodo-benzoic acid methyl ester White solid. MS (ESI): 463.1 MH+). Conditions: temperature -5 celsius, time 1 hour. Yield: 70.0%. As a reaction SMILES: N[C:2]1[CH:3]=[C:4]([CH:7]=[C:8]([N+:10]([O-:12])=[O:11])[CH:9]=1)[CH2:5][OH:6].N([O-])=O.[Na+].CCOC(C)=O.[ClH:23]>O.[Cu](Cl)Cl.[Cu]Cl>[Cl:23][C:2]1[CH:3]=[C:4]([CH:7]=[C:8]([N+:10]([O-:12])=[O:11])[CH:9]=1)[CH2:5][OH:6] |f:1.2|. Procedure: To a suspension of 3-amino-5-nitrobenzyl alcohol (103.8 g, 0.62 mol; from step (ii) above) in 1.0 L of 6N HCl at −5° C. was added sodium nitrite (47.1 g, 0.68 mol) in H2O (400 mL) over 45 min. The resulting solution was stirred at −5° C. for 1 h prior to the addition of a mixture of copper(II)chloride (125.0 g, 0.93 mol) and copper(I)chloride (0.74 g, 0.007 mol) in 6N HCl (1.0 L) over 1 h while maintaining the temperature at less than 0° C. The resulting solution was warmed to 60-70° C. for 2.5 ... Reagents/catalysts: [Cu](Cl)Cl (copper(II)chloride), [Cu]Cl (copper(I)chloride). Starting materials: N(=O)[O-].[Na+] (sodium nitrite), CCOC(=O)C (EtOAc), NC=1C=C(CO)C=C(C1)[N+](=O)[O-] (3-Amino-5-nitrobenzyl alcohol), Cl (HCl), Cl (HCl). The solvent is O (H2O). The product is ClC=1C=C(CO)C=C(C1)[N+](=O)[O-] (3-Chloro-5-nitrobenzyl alcohol). The reactants are ClC1=CC=C(C=C1)N1N=C(CC1=O)C1=C(C=CC=C1)[N+](=O)[O-] (1-(p-chlorophenyl)-3-(o-nitrophenyl)-4,5-dihydropyrazol-5-one). The reagents and catalysts are [Pt] (platinum on carbon). Solvent: ClCCl (dichloromethane), C(C)O (ethanol). Product: NC1=C(C=CC=C1)C1=NN(C(C1)=O)C1=CC=C(C=C1)Cl (3-(o-aminophenyl)-1-(p-chlorophenyl)-4,5-dihydropyrazol-5-one). RXN SMILES: [Cl:1][C:2]1[CH:7]=[CH:6][C:5]([N:8]2[C:12](=[O:13])[CH2:11][C:10]([C:14]3[CH:19]=[CH:18][CH:17]=[CH:16][C:15]=3[N+:20]([O-])=O)=[N:9]2)=[CH:4][CH:3]=1>C(O)C.[Pt].ClCCl>[NH2:20][C:15]1[CH:16]=[CH:17][CH:18]=[CH:19][C:14]=1[C:10]1[CH2:11][C:12](=[O:13])[N:8]([C:5]2[CH:4]=[CH:3][C:2]([Cl:1])=[CH:7][CH:6]=2)[N:9]=1. Reported procedure: The starting material is prepared thus: 2 g if 1-(p-chlorophenyl)-3-(o-nitrophenyl)-4,5-dihydropyrazol-5-one are catalytically hodrogenated in 100 ml of ethanol over 200 mg of 5% platinum on carbon at room temperature and 3 atmospheres. Since the product crystallizes from the mixture as it is formed, the mixture is diluted with dichloromethane to dissolve said crystalline product. It is filtered, the filtrate evaporated, and the dried residue recrystallized from ethanol, affording the 3-(o-amino...